Dataset: the Open Reaction Database (ORD), a public repository of structured organic reaction records. Task: describe an organic reaction: reactants, conditions, products, and yield Reactants: CC=1C=C(C=CC1)C=1C(=CC=CC1)C(=O)O (3'-methyl-2-biphenylcarboxylic acid), O=S(Cl)Cl (SOCl2), C(=O)(O)[O-].[Na+] (NaHCO3), Cl[Sn](Cl)(Cl)Cl (SnCl4). Solvent: C(Cl)Cl (CH2Cl2). Yields the product CC1=CC=CC=2C3=CC=CC=C3C(C12)=O (1-methyl-9-fluorenone). Yield: 14.0%. Reaction SMILES: [CH3:1][C:2]1[CH:3]=[C:4]([C:8]2[C:9]([C:14]([OH:16])=O)=[CH:10][CH:11]=[CH:12][CH:13]=2)[CH:5]=[CH:6][CH:7]=1.O=S(Cl)Cl.Cl[Sn](Cl)(Cl)Cl.C([O-])(O)=O.[Na+]>C(Cl)Cl>[CH3:1][C:2]1[C:3]2[C:14](=[O:16])[C:9]3[C:8](=[CH:13][CH:12]=[CH:11][CH:10]=3)[C:4]=2[CH:5]=[CH:6][CH:7]=1 |f:3.4|. Procedure details: A mixture of 1.32 g (6.2 mmol) of 3'-methyl-2-biphenylcarboxylic acid, 40 mL of CH2Cl2 and 0.70 mL (9.6 mmol) of SOCl2 was warmed to reflux for 2 h. The solution was cooled to room temperature and 1.10 mL (9.4 mmol) of SnCl4 was added dropwise with stirring. The dark brown homogenous mixture was stirred for 18 h, poured into 50 mL of cold saturated aqueous NaHCO3, and extracted with 2×50 mL of ether. The ether extracts were combined and washed with 30 mL of saturated NaHCO3 solution, 30 mL of H2... The reactants are FC=1C(=CC(=C(C1)Br)OC1=CC(=CC=C1)OC)N1C(N(C(=CC1=O)C(F)(F)F)C)=O (5-fluoro-2-(3-methoxyphenoxy)-4-[3-methyl-2,6-dioxo-4-(trifluoromethyl)-1,2,3,6-tetrahydropyrimidin-1-yl]bromobenzene), [Cu](C#N)C#N (copper cyanide), CN1C(CCC1)=O (N-methyl-2-pyrrolidone). The solvent is O (water). Reaction conditions: temperature 175 celsius, time 2 hour. Yields the product FC=1C(=CC(=C(C1)C#N)OC1=CC(=CC=C1)OC)N1C(N(C(=CC1=O)C(F)(F)F)C)=O (5-fluoro-2-(3-methoxyphenoxy)-4-[3-methyl-2,6-dioxo-4-(trifluoromethyl)-1,2,3,6-tetrahydropyrimidin-1-yl]cyanobenzene). The yield is 85.4%. RXN SMILES: [F:1][C:2]1[C:3]([N:18]2[C:23](=[O:24])[CH:22]=[C:21]([C:25]([F:28])([F:27])[F:26])[N:20]([CH3:29])[C:19]2=[O:30])=[CH:4][C:5]([O:9][C:10]2[CH:15]=[CH:14][CH:13]=[C:12]([O:16][CH3:17])[CH:11]=2)=[C:6](Br)[CH:7]=1.[Cu](C#N)[C:32]#[N:33].CN1CCCC1=O>O>[F:1][C:2]1[C:3]([N:18]2[C:23](=[O:24])[CH:22]=[C:21]([C:25]([F:28])([F:27])[F:26])[N:20]([CH3:29])[C:19]2=[O:30])=[CH:4][C:5]([O:9][C:10]2[CH:15]=[CH:14][CH:13]=[C:12]([O:16][CH3:17])[CH:11]=2)=[C:6]([C:32]#[N:33])[CH:7]=1. Procedure: A mixture of 75 mg of 5-fluoro-2-(3-methoxyphenoxy)-4-[3-methyl-2,6-dioxo-4-(trifluoromethyl)-1,2,3,6-tetrahydropyrimidin-1-yl]bromobenzene, 27 mg of copper cyanide and 0.5 ml of N-methyl-2-pyrrolidone was stirred at 170 to 180° C. for 2 hours. The reaction mixture was cooled to room temperature, water was added to the mixture and the resultant was extracted with ethyl acetate. The organic layer was dried over anhydrous magnesium sulfate, and concentrated. The residue was subjected to silica gel... The reactants are N1CCCCC1 (piperidine), BrCC(=O)C=1C=C2CC(NC2=CC1)=O (5-(2-bromoacetyl)-2-indolinone), O (water). Run in CN(C=O)C (N,N-dimethylformamide). The product is N1(CCCCC1)CC(=O)C=1C=C2CC(NC2=CC1)=O (5-(2-piperidin-1-yl-acetyl)-2-indolinone). Yield: 49.1%. RXN SMILES: [NH:1]1[CH2:6][CH2:5][CH2:4][CH2:3][CH2:2]1.Br[CH2:8][C:9]([C:11]1[CH:12]=[C:13]2[C:17](=[CH:18][CH:19]=1)[NH:16][C:15](=[O:20])[CH2:14]2)=[O:10].O>CN(C)C=O>[N:1]1([CH2:8][C:9]([C:11]2[CH:12]=[C:13]3[C:17](=[CH:18][CH:19]=2)[NH:16][C:15](=[O:20])[CH2:14]3)=[O:10])[CH2:6][CH2:5][CH2:4][CH2:3][CH2:2]1. Reported procedure: A solution of piperidine (0.39 ml, 3.9 mmole) and 5-(2-bromoacetyl)-2-indolinone (500 mg, 1.97 mmole) in N,N-dimethylformamide (15 ml) was stirred at room temperature 4 h then was poured into water (50 ml) and washed with dichloromethane (250 ml), the organic solution was washed with water several times and dried over sodium sulfate. After evaporation of the solvent the residue was chromatographed on siiica-gel using ethyl acetate as eluant to give 5-(2-piperidin-1-yl-acetyl)-2-indolinone (250 m... The reactants are C(C=C)N(C1=CC=C(C=C1)N=NC1=CC=C(C=C1)[N+](=O)[O-])CCO (N-allyl-N-(2-hydroxyethyl)-4-(4'-nitrophenylazo)benzenamine), C(C(=C)C)(=O)Cl (methacryloyl chloride). Product: C(C=C)N(C1=CC=C(C=C1)N=NC1=CC=C(C=C1)[N+](=O)[O-])CCOC(C(=C)C)=O (N-allyl-N-(2-methacryloyloxyethyl)-4-(4'-nitrophenylazo)benzenamine). RXN SMILES: [CH2:1]([N:4]([CH2:22][CH2:23][OH:24])[C:5]1[CH:10]=[CH:9][C:8]([N:11]=[N:12][C:13]2[CH:18]=[CH:17][C:16]([N+:19]([O-:21])=[O:20])=[CH:15][CH:14]=2)=[CH:7][CH:6]=1)[CH:2]=[CH2:3].[C:25](Cl)(=[O:29])[C:26]([CH3:28])=[CH2:27]>>[CH2:1]([N:4]([CH2:22][CH2:23][O:24][C:25](=[O:29])[C:26]([CH3:28])=[CH2:27])[C:5]1[CH:6]=[CH:7][C:8]([N:11]=[N:12][C:13]2[CH:18]=[CH:17][C:16]([N+:19]([O-:21])=[O:20])=[CH:15][CH:14]=2)=[CH:9][CH:10]=1)[CH:2]=[CH2:3]. Procedure details: N-allyl-N-(2-hydroxyethyl)-4-(4'-nitrophenylazo)benzenamine (3.26 g, 0.01 mol) is treated with methacryloyl chloride, as discussed in Example 8, to provide N-allyl-N-(2-methacryloyloxyethyl)-4-(4'-nitrophenylazo)benzenamine. Starting materials: Cl.N1C=C(C2=CC=CC=C12)CCN1CC(CCC1)C1=CC(=CC=C1)OC (1-[2-(1H-indol-3-yl)ethyl]-3-(3-methoxy phenyl) piperidine hydrochloride), O (Water). The solvent is ClCCl (dichloromethane). The product is N1C=C(C2=CC=CC=C12)CCN1CC(CCC1)C=1C=C(C=CC1)O (3-(1-[2-(1H-3-indolyl) ethyl]-3-piperidyl) phenol). Isolated yield 99.2%. As a reaction SMILES: Cl.[NH:2]1[C:10]2[C:5](=[CH:6][CH:7]=[CH:8][CH:9]=2)[C:4]([CH2:11][CH2:12][N:13]2[CH2:18][CH2:17][CH2:16][CH:15]([C:19]3[CH:24]=[CH:23][CH:22]=[C:21]([O:25]C)[CH:20]=3)[CH2:14]2)=[CH:3]1.O>ClCCl>[NH:2]1[C:10]2[C:5](=[CH:6][CH:7]=[CH:8][CH:9]=2)[C:4]([CH2:11][CH2:12][N:13]2[CH2:18][CH2:17][CH2:16][CH:15]([C:19]3[CH:20]=[C:21]([OH:25])[CH:22]=[CH:23][CH:24]=3)[CH2:14]2)=[CH:3]1 |f:0.1|. Procedure: A solution of 1-[2-(1H-indol-3-yl)ethyl]-3-(3-methoxy phenyl) piperidine hydrochloride (1.4 g) in dichloromethane (500 ml) at -78° C. was treated dropwise with borontribromide (8 g) and the solution was allowed to warm up to room temperature over 2.5 hour. Water (5 ml) was added cautiously and the precipitate was filtered, washed with dichloromethane and water, dissolved in 10% sodium hydroxide solution (25 ml), acidified to pH 10 with 5N hydrochloric acid. The precipitate was collected, washed ... Run in C(C)O (ethanol). Yields the product C(CC)N(C1=NC=CC=C1)CCCCNC1=NC=C(C(N1)=O)CC1=CC(=NC=C1)O (2-[4-(N-propyl-N-pyrid-2-ylamino)butylamino]-5-(2-hydroxypyrid-4-ylmethyl)pyrimid-4-one). The reactants are C(CC)N(C1=NC=CC=C1)CCCCNC1=NC=C(C(N1)=O)CC1=CC(=NC=C1)OC (2-[4-(N-propyl-N-pyrid-2-ylamino)butylamino]-5-(2-methoxy pyrid-4-ylmethyl)pyrimid-4-one), Cl (hydrogen chloride). As a reaction SMILES: [CH2:1]([N:4]([CH2:11][CH2:12][CH2:13][CH2:14][NH:15][C:16]1[NH:21][C:20](=[O:22])[C:19]([CH2:23][C:24]2[CH:29]=[CH:28][N:27]=[C:26]([O:30]C)[CH:25]=2)=[CH:18][N:17]=1)[C:5]1[CH:10]=[CH:9][CH:8]=[CH:7][N:6]=1)[CH2:2][CH3:3].Cl>C(O)C>[CH2:1]([N:4]([CH2:11][CH2:12][CH2:13][CH2:14][NH:15][C:16]1[NH:21][C:20](=[O:22])[C:19]([CH2:23][C:24]2[CH:29]=[CH:28][N:27]=[C:26]([OH:30])[CH:25]=2)=[CH:18][N:17]=1)[C:5]1[CH:10]=[CH:9][CH:8]=[CH:7][N:6]=1)[CH2:2][CH3:3]. Procedure details: 2-[4-(N-propyl-N-pyrid-2-ylamino)butylamino]-5-(2-methoxy pyrid-4-ylmethyl)pyrimid-4-one (1.8 g) in ethanol (50 ml) saturated with hydrogen chloride was heated under reflux for 40 hrs. After stripping, the residue was triturated with ether. The residue was taken up in water, basified and extracted with ether, acidified to neutral pH and extracted with chloroform. After stripping, the residue was crystallized from methanol to give 2-[4-(N-propyl-N-pyrid-2-ylamino)butylamino]-5-(2-hydroxypyrid-4-y... Starting materials: CS(=O)C1(NC(=O)COc2ccccc2)CNC1=O, N, C1CCOC1. Yields the product NC1(NC(=O)COc2ccccc2)CNC1=O. Reaction SMILES: [CH3:1][S:2](=[O:3])[C:4]1([NH:9][C:10]([CH2:11][O:12][c:13]2[cH:14][cH:15][cH:16][cH:17][cH:18]2)=[O:19])[C:5](=[O:8])[NH:6][CH2:7]1.[NH3:20].[O:21]1[CH2:22][CH2:23][CH2:24][CH2:25]1>>[C:4]1([NH:9][C:10]([CH2:11][O:12][c:13]2[cH:14][cH:15][cH:16][cH:17][cH:18]2)=[O:19])([NH2:20])[C:5](=[O:8])[NH:6][CH2:7]1. Starting materials: COC(=O)c1ccc2cc(O)ccc2c1, CC(=O)O, O=N[O-], [Na+], O. Yields the product COC(=O)c1ccc2c(N=O)c(O)ccc2c1. Reaction SMILES: [CH3:1][O:2][C:3](=[O:4])[c:5]1[cH:6][c:7]2[cH:8][cH:9][c:10]([OH:15])[cH:11][c:12]2[cH:13][cH:14]1.[CH3:21][C:22](=[O:23])[OH:24].[N:16](=[O:17])[O-:18].[Na+:19].[OH2:20]>>[CH3:1][O:2][C:3](=[O:4])[c:5]1[cH:6][c:7]2[cH:8][cH:9][c:10]([OH:15])[c:11]([N:16]=[O:17])[c:12]2[cH:13][cH:14]1.